From a dataset of the Open Reaction Database (ORD), a public repository of structured organic reaction records. describe an organic reaction: reactants, conditions, products, and yield Starting materials: NC1=C(C(=O)O)C(=CC=C1OC)OC (2-amino-3,6-dimethoxybenzoic acid), [OH-].[Na+] (NaOH), N(=O)[O-].[Na+] (NaNO2), Cl (HCl), ice, ClC1=C(C=CC(=C1)Cl)[N+](=O)[O-] (2,4-dichloronitrobenzene), [Na] (sodium), Cl (HCl), C(C)(=O)[O-].[K+] (potassium acetate), O(C(=S)[S-])CC.[K+] (potassium ethyl xanthate), N#N (N2). The solvent is O (H2O), [O-]CC.[Na+] (sodium ethoxide), O (H2O). Run at temperature -5 celsius. Product: ClC1=CC=C(C=2SC3=C(C=CC(=C3C(C12)=O)OC)OC)[N+](=O)[O-] (1-Chloro-5,8-dimethoxy-4-nitro-9H-thioxanthen-9-one), ClC=1C=CC(=C(C1)SC1=C(C(=O)O)C(=CC=C1OC)OC)[N+](=O)[O-] (2-[(5-chloro-2-nitrophenyl)-thio]-3,6-dimethoxybenzoic acid). Isolated yield 87.9%. RXN SMILES: N[C:2]1[C:10]([O:11][CH3:12])=[CH:9][CH:8]=[C:7]([O:13][CH3:14])[C:3]=1[C:4]([OH:6])=[O:5].[OH-].[Na+].N([O-])=O.[Na+].Cl.C([O-])(=O)C.[K+].O(CC)C([S-])=[S:29].[K+].N#N.Cl[C:37]1[CH:42]=[C:41]([Cl:43])[CH:40]=[CH:39][C:38]=1[N+:44]([O-:46])=[O:45].[Na]>O.[O-]CC.[Na+]>[Cl:43][C:41]1[C:42]2[C:4](=[O:6])[C:3]3[C:2](=[C:10]([O:11][CH3:12])[CH:9]=[CH:8][C:7]=3[O:13][CH3:14])[S:29][C:37]=2[C:38]([N+:44]([O-:46])=[O:45])=[CH:39][CH:40]=1.[Cl:43][C:41]1[CH:40]=[CH:39][C:38]([N+:44]([O-:46])=[O:45])=[C:37]([S:29][C:2]2[C:10]([O:11][CH3:12])=[CH:9][CH:8]=[C:7]([O:13][CH3:14])[C:3]=2[C:4]([OH:6])=[O:5])[CH:42]=1 |f:1.2,3.4,6.7,8.9,14.15,^1:46|. Procedure: 1-Chloro-5,8-dimethoxy-4-nitro-9H-thioxanthen-9-one is prepared as follows: A solution of 9.5 g (0.048 mol) of 2-amino-3,6-dimethoxybenzoic acid [P. K. Bannerjee and D. N. Chaudhury, J. Indian Chem. Soc., 86 (4), 257 (1959)], 4.6 ml (0.11 mol) of 50% aqueous NaOH, 60 ml of H2O, and 3.3 g (0.048 mol) of NaNO2 was added slowly to a mixture of 15 ml of concentrated HCl and 20 g of ice chips which had been previously cooled in a salt-ice bath to -5° C. Good stirring was maintained throughout the add... As a reaction SMILES: [CH2:13]([c:14]1[cH:15][cH:16][cH:17][cH:18][cH:19]1)[O:20][C:21](=[O:22])[N:23]1[CH:24]([C:27](=[O:28])[O:29][CH3:30])[CH:25]1[CH3:26].[CH2:31]([Cl:32])[Cl:33].[Cl:1][c:2]1[cH:3][c:4]2[cH:5][cH:6][n:7]([CH2:11][CH3:12])[c:8]2[cH:9][cH:10]1>>[Cl:1][c:2]1[cH:3][c:4]2[c:5]([CH:25]([CH:24]([NH:23][C:21]([O:20][CH2:13][c:14]3[cH:15][cH:16][cH:17][cH:18][cH:19]3)=[O:22])[C:27](=[O:28])[O:29][CH3:30])[CH3:26])[cH:6][n:7]([CH2:11][CH3:12])[c:8]2[cH:9][cH:10]1. The reactants are COC(=O)C1C(C)N1C(=O)OCc1ccccc1, ClCCl, CCn1ccc2cc(Cl)ccc21. The product is CCn1cc(C(C)C(NC(=O)OCc2ccccc2)C(=O)OC)c2cc(Cl)ccc21. The reactants are O1C=C(C=C1)C=O (3-furaldehyde), C(CCC)[Li] (n-Butyl lithium), 7h, C(C)(CC)[Li] (sec-butyl lithium), ( 14h ), ice, Cl (hydrochloric acid), N1CCOCC1 (morpholine), Cl[Si](C)(C)C (chlorotrimethylsilane). Run in CCCCCC (hexane), C1CCCCC1 (cyclohexane), O1CCCC1 (tetrahydrofuran). Reaction conditions: time 20 minute. Product: C[Si](C=1OC=C(C1)C=O)(C)C (2-Trimethylsilyl-4-furaldehyde). Isolated yield 67.8%. As a reaction SMILES: C([Li])CCC.N1CCOCC1.[O:12]1[CH:16]=[CH:15][C:14]([CH:17]=[O:18])=[CH:13]1.C([Li])(CC)C.Cl[Si:25]([CH3:28])([CH3:27])[CH3:26].Cl>CCCCCC.O1CCCC1.C1CCCCC1>[CH3:26][Si:25]([CH3:28])([CH3:27])[C:16]1[O:12][CH:13]=[C:14]([CH:17]=[O:18])[CH:15]=1. Procedure details: n-Butyl lithium (a 2.5 m solution in hexane; 28.8 ml, 72 mmol) was added to a solution of morpholine (6.28 ml, 72 mmol) in tetrahydrofuran (700 ml) at -78° under argon. After 20 min., 3-furaldehyde (7.0 g, 72 mmol) was added. After another 20 min., sec-butyl lithium (a 1.3 m solution in cyclohexane; 55.4 ml, 72 mmol) was added dropwise and stirring continued at -780 for 7h before chlorotrimethylsilane (27 ml, 216 mmol) was added. Stirring continued overnight (14h) while the cooling bath was allo... Reactants: BrC1=CC=C(C=C1)N1C(=NC2=C1C=CC=C2)C2=CC=CC=C2 (1-(4-bromophenyl)-2-phenyl-1H-benzimidazole), C1=C(C=CC2=CC=CC=C12)C=1C2=CC=CC=C2C(=C2C=CC(=CC12)B(O)O)C1=CC2=CC=CC=C2C=C1 (9,10-di(2-naphtyl)anthracene-2-boronic acid), aqueous solution, C([O-])([O-])=O.[Na+].[Na+] (sodium carbonate). Reagents/catalysts: C=1C=CC(=CC1)[P](C=2C=CC=CC2)(C=3C=CC=CC3)[Pd]([P](C=4C=CC=CC4)(C=5C=CC=CC5)C=6C=CC=CC6)([P](C=7C=CC=CC7)(C=8C=CC=CC8)C=9C=CC=CC9)[P](C=1C=CC=CC1)(C=1C=CC=CC1)C=1C=CC=CC1 (tetrakis(triphenylphosphine)palladium). The solvent is COCCOC (1,2-dimethoxyethane). Product: C1=C(C=CC2=CC=CC=C12)C=1C2=CC=CC=C2C(=C2C=CC(=CC12)C1=CC=C(C=C1)N1C(=NC2=C1C=CC=C2)C2=CC=CC=C2)C2=CC1=CC=CC=C1C=C2 (1-[4-[9,10-di(2-naphtyl)anthracen-2-yl]phenyl]-2-phenyl-1H-benzimidazole). Isolated yield 83.9%. RXN SMILES: Br[C:2]1[CH:7]=[CH:6][C:5]([N:8]2[C:12]3[CH:13]=[CH:14][CH:15]=[CH:16][C:11]=3[N:10]=[C:9]2[C:17]2[CH:22]=[CH:21][CH:20]=[CH:19][CH:18]=2)=[CH:4][CH:3]=1.[CH:23]1[C:32]2[C:27](=[CH:28][CH:29]=[CH:30][CH:31]=2)[CH:26]=[CH:25][C:24]=1[C:33]1[C:34]2[C:39]([C:40]([C:50]3[CH:59]=[CH:58][C:57]4[C:52](=[CH:53][CH:54]=[CH:55][CH:56]=4)[CH:51]=3)=[C:41]3[C:46]=1[CH:45]=[C:44](B(O)O)[CH:43]=[CH:42]3)=[CH:38][CH:37]=[CH:36][CH:35]=2.C(=O)([O-])[O-].[Na+].[Na+]>C1C=CC([P]([Pd]([P](C2C=CC=CC=2)(C2C=CC=CC=2)C2C=CC=CC=2)([P](C2C=CC=CC=2)(C2C=CC=CC=2)C2C=CC=CC=2)[P](C2C=CC=CC=2)(C2C=CC=CC=2)C2C=CC=CC=2)(C2C=CC=CC=2)C2C=CC=CC=2)=CC=1.COCCOC>[CH:23]1[C:32]2[C:27](=[CH:28][CH:29]=[CH:30][CH:31]=2)[CH:26]=[CH:25][C:24]=1[C:33]1[C:34]2[C:39]([C:40]([C:50]3[CH:59]=[CH:58][C:57]4[C:52](=[CH:53][CH:54]=[CH:55][CH:56]=4)[CH:51]=3)=[C:41]3[C:46]=1[CH:45]=[C:44]([C:2]1[CH:3]=[CH:4][C:5]([N:8]4[C:12]5[CH:13]=[CH:14][CH:15]=[CH:16][C:11]=5[N:10]=[C:9]4[C:17]4[CH:22]=[CH:21][CH:20]=[CH:19][CH:18]=4)=[CH:6][CH:7]=1)[CH:43]=[CH:42]3)=[CH:38][CH:37]=[CH:36][CH:35]=2 |f:2.3.4,^1:69,71,90,109|. Procedure details: 1.0 g (2.9 mmol) of 1-(4-bromophenyl)-2-phenyl-1H-benzimidazole, 1.5 g (3.2 mmol) of 9,10-di(2-naphtyl)anthracene-2-boronic acid, and 0.067 g (0.058 mmol) of tetrakis(triphenylphosphine)palladium were dissolved into 20 mL of 1,2-dimethoxyethane. Then, 10 mL of a 2 M aqueous solution of sodium carbonate were added, and the whole was refluxed under heating for 8 hours in an argon atmosphere. After the completion of the reaction, the resultant was filtered, and the resultant solid was washed with w... As a reaction SMILES: [Cl:1][CH2:2][CH2:3][NH:4][C:5]([N:7]([CH2:19][CH2:20][CH2:21][CH2:22][CH2:23][CH3:24])[CH:8]1[O:16][C@H:15]([CH2:17][OH:18])[C@@H:13]([OH:14])[C@H:11]([OH:12])[C@H:9]1[OH:10])=[O:6].[N:25]([O-])=[O:26].[Na+]>C(O)=O>[Cl:1][CH2:2][CH2:3][N:4]([N:25]=[O:26])[C:5]([N:7]([CH2:19][CH2:20][CH2:21][CH2:22][CH2:23][CH3:24])[CH:8]1[O:16][C@H:15]([CH2:17][OH:18])[C@@H:13]([OH:14])[C@H:11]([OH:12])[C@H:9]1[OH:10])=[O:6] |f:1.2|. Reaction conditions: time 1 hour. Reported procedure: 4.3 g of 1-(2-chloroethyl)-3-n-hexyl-3-D-glucopyranosylurea are dissolved in 15 ml of formic acid, and 2.4 g of sodium nitrite are added gradually thereto at 0° to 5° C. for one hour under stirring. The mixture is further stirred at the same temperature for 1.5 hours. After the reaction, the mixture is treated in the same manner as described in Example 5-(2). 1.8 g of 1-(2-chloroethyl)-1-nitroso-3-n-hexyl-3-D-glucopyranosylurea are thereby obtained as a yellow oil. Yields the product ClCCN(C(=O)N(C1[C@H](O)[C@@H](O)[C@H](O)[C@H](O1)CO)CCCCCC)N=O (1-(2-chloroethyl)-1-nitroso-3-n-hexyl-3-D-glucopyranosylurea). Yield: 38.8%. Starting materials: ClCCNC(=O)N(C1[C@H](O)[C@@H](O)[C@H](O)[C@H](O1)CO)CCCCCC (1-(2-chloroethyl)-3-n-hexyl-3-D-glucopyranosylurea), N(=O)[O-].[Na+] (sodium nitrite). Solvent: C(=O)O (formic acid).